This data is from the Open Reaction Database (ORD), a public repository of structured organic reaction records. The task is: describe an organic reaction: reactants, conditions, products, and yield The reactants are FC(C(=O)O)(F)F.CNCC=1C=C(C=CC1)C1=CC=C(C=C1)CC1C(NC(S1)=O)=O (5-(3′-methylaminomethylbiphenyl-4-ylmethyl)thiazolidine-2,4-dione trifluoroacetate), CC1=CC=C(C(=O)Cl)C=C1 (4-methylbenzoyl chloride). The product is O=C1SC(C(N1)=O)CC1=CC=C(C=C1)C1=CC(=CC=C1)CN(C(C1=CC=C(C=C1)C)=O)C (N-[4′-(2,4-Dioxothiazolidin-5-ylmethyl)biphenyl-3-ylmethyl]-4,N-dimethylbenzamide). RXN SMILES: FC(F)(F)C(O)=O.[CH3:8][NH:9][CH2:10][C:11]1[CH:12]=[C:13]([C:17]2[CH:22]=[CH:21][C:20]([CH2:23][CH:24]3[S:28][C:27](=[O:29])[NH:26][C:25]3=[O:30])=[CH:19][CH:18]=2)[CH:14]=[CH:15][CH:16]=1.[CH3:31][C:32]1[CH:40]=[CH:39][C:35]([C:36](Cl)=[O:37])=[CH:34][CH:33]=1>>[O:29]=[C:27]1[NH:26][C:25](=[O:30])[CH:24]([CH2:23][C:20]2[CH:19]=[CH:18][C:17]([C:13]3[CH:14]=[CH:15][CH:16]=[C:11]([CH2:10][N:9]([CH3:8])[C:36](=[O:37])[C:35]4[CH:39]=[CH:40][C:32]([CH3:31])=[CH:33][CH:34]=4)[CH:12]=3)=[CH:22][CH:21]=2)[S:28]1 |f:0.1|. Procedure details: In a manner similar to that of Example 37(e), by reacting 500 mg (1.1 mmol) of 5-(3′-methylaminomethylbiphenyl-4-ylmethyl)thiazolidine-2,4-dione trifluoroacetate with 170 μl (1.25 mmol) of 4-methylbenzoyl chloride, and after purification, 350 mg (70%) of N-[4′-(2,4-dioxothiazolidin-5-ylmethyl)biphenyl-3-ylmethyl]-4, N-dimethylbenzamide are obtained in the form of a white solid with a melting point of 198° C. Starting materials: C(C)(=O)O[C@@H]1OCC[C@@H]1NC([C@@H](NC(=O)OCC1=CC=CC=C1)CC(C)C)=O ((2S, 3S )-2-Acetoxy-3-[[N-benzyloxycarbonyl-(L )leucyl]amino]tetrahydrofuran), C(C)O (ethanol). The yield is 89.0%. The reagents and catalysts are [Pd] (palladium-on-carbon). The product is C(C)(=O)O[C@@H]1OCC[C@@H]1NC([C@@H](NC(NC1=CC=CC2=CC=CC=C12)=O)CC(C)C)=O ((2S,3S)-2-acetoxy-3-[[N-(1-naphthylcarbamoyl)-(L)-leucyl]amino]-tetrahydrofuran). Reported procedure: (2S, 3S )-2-Acetoxy-3-[[N-benzyloxycarbonyl-(L )leucyl]amino]tetrahydrofuran (3.2 g) was dissolved in ethanol (150 ml) followed by addition of palladium-on-carbon (5%, 1.5 g) and the catalytic hydrogenation was carried out at ambient temperature and atmospheric pressure. The catalyst was then filtered off and α-naphthyl isocyanate (1.5 g) was added to the filtrate. This mixture was stirred at room temperature for 3 hours. The reaction mixture was then concentrated under reduced pressure to obtai... RXN SMILES: [C:1]([O:4][C@H:5]1[C@@H:9]([NH:10][C:11](=[O:28])[C@H:12]([CH2:24][CH:25]([CH3:27])[CH3:26])[NH:13][C:14]([O:16]CC2C=CC=CC=2)=O)[CH2:8][CH2:7][O:6]1)(=[O:3])[CH3:2].[CH2:29](O)[CH3:30]>[Pd]>[C:1]([O:4][C@H:5]1[C@@H:9]([NH:10][C:11](=[O:28])[C@H:12]([CH2:24][CH:25]([CH3:26])[CH3:27])[NH:13][C:14](=[O:16])[NH:10][C:11]2[C:29]3[C:30](=[CH:7][CH:8]=[CH:9][CH:5]=3)[CH:25]=[CH:24][CH:12]=2)[CH2:8][CH2:7][O:6]1)(=[O:3])[CH3:2]. Reaction conditions: time 3 hour.